From a dataset of the Open Reaction Database (ORD), a public repository of structured organic reaction records. describe an organic reaction: reactants, conditions, products, and yield The reactants are CCN(C(=O)C1=CC=C2CN(C3=C(CN21)C=CC=C3)C(C3=CC(=C(C=C3)C3=C([C@@H](CCC3)O)C)C)=O)C=3C=NC=CC3 (10-[4-((3R)-3-Hydroxy-2-methyl-cyclohex-1-en-1-yl)-3-methyl-benzoyl]-10,11-dihydro-5H-pyrrolo[2,1-c][1,4]benzodiazepine-3-carboxylic acid methyl-pyridin-3-yl methyl-amide), C(C)OCC (diethyl ether), C([C@H](O)[C@@H](O)C(=O)O)(=O)O (L-(+)-tartaric acid). Run in CO (methanol). Yields the product C([C@H](O)[C@@H](O)C(=O)O)(=O)O.CCN(C(=O)C1=CC=C2CN(C3=C(CN21)C=CC=C3)C(C3=CC(=C(C=C3)C3=C([C@@H](CCC3)O)C)C)=O)C=3C=NC=CC3 (10-[4-((3R)-3-Hydroxy-2-methyl-cyclohex-1-en-1-yl)-3-methyl-benzoyl]-10,11-dihydro-5H-pyrrolo[2,1-c][1,4]benzodiazepine-3-carboxylic acid methyl-pyridin-3-yl methyl-amide L-(+)-tartaric acid salt). Isolated yield 99.9%. RXN SMILES: [CH3:1][CH2:2][N:3]([C:37]1[CH:38]=[N:39][CH:40]=[CH:41][CH:42]=1)[C:4]([C:6]1[N:15]2[C:9]([CH2:10][N:11]([C:20](=[O:36])[C:21]3[CH:26]=[CH:25][C:24]([C:27]4[CH2:32][CH2:31][CH2:30][C@@H:29]([OH:33])[C:28]=4[CH3:34])=[C:23]([CH3:35])[CH:22]=3)[C:12]3[CH:19]=[CH:18][CH:17]=[CH:16][C:13]=3[CH2:14]2)=[CH:8][CH:7]=1)=[O:5].C(OCC)C.[C:48]([OH:57])(=[O:56])[C@@H:49]([C@H:51]([C:53]([OH:55])=[O:54])[OH:52])[OH:50]>CO>[C:48]([OH:57])(=[O:56])[C@@H:49]([C@H:51]([C:53]([OH:55])=[O:54])[OH:52])[OH:50].[CH3:1][CH2:2][N:3]([C:37]1[CH:38]=[N:39][CH:40]=[CH:41][CH:42]=1)[C:4]([C:6]1[N:15]2[C:9]([CH2:10][N:11]([C:20](=[O:36])[C:21]3[CH:26]=[CH:25][C:24]([C:27]4[CH2:32][CH2:31][CH2:30][C@@H:29]([OH:33])[C:28]=4[CH3:34])=[C:23]([CH3:35])[CH:22]=3)[C:12]3[CH:19]=[CH:18][CH:17]=[CH:16][C:13]=3[CH2:14]2)=[CH:8][CH:7]=1)=[O:5] |f:4.5|. Procedure details: 10-[4-((3R)-3-Hydroxy-2-methyl-cyclohex-1-en-1-yl)-3-methyl-benzoyl]-10,11-dihydro-5H-pyrrolo[2,1-c][1,4]benzodiazepine-3-carboxylic acid methyl-pyridin-3-yl methyl-amide (0.120 g, 0.214 mmol) of Example 3, was dissolved in boiling diethyl ether. A solution of L-(+)-tartaric acid (0.0320 g, 0.214 mmol) in hot methanol (1 mL) was added, the mixture cooled and solvent evaporated. Diethyl ether was added to the residue causing a white solid to form which was filtered and dried in vacuo to afford 0.... The reactants are C1(=CC=CC=C1)N1C(=NC2=C1C=CC=C2)C2=CC=C(C=C2)O (1-phenyl-2-(4-hydroxyphenyl)benzimidazole), N1(CCCCC1)CCCCl (3-(piperdin-1-yl)propyl chloride). The solvent is C([O-])([O-])=O.[K+].[K+] (potassium carbonate), CC(=O)C (acetone). Yields the product C1(=CC=CC=C1)N1C(=NC2=C1C=CC=C2)C2=CC=C(C=C2)OCCCN2CCCCC2 (1-phenyl-2-[4-[3-(piperidin-1-yl)propoxy]phenyl]-benzimidazole). As a reaction SMILES: [C:1]1([N:7]2[C:11]3[CH:12]=[CH:13][CH:14]=[CH:15][C:10]=3[N:9]=[C:8]2[C:16]2[CH:21]=[CH:20][C:19]([OH:22])=[CH:18][CH:17]=2)[CH:6]=[CH:5][CH:4]=[CH:3][CH:2]=1.[N:23]1([CH2:29][CH2:30][CH2:31]Cl)[CH2:28][CH2:27][CH2:26][CH2:25][CH2:24]1>CC(C)=O.C(=O)([O-])[O-].[K+].[K+]>[C:1]1([N:7]2[C:11]3[CH:12]=[CH:13][CH:14]=[CH:15][C:10]=3[N:9]=[C:8]2[C:16]2[CH:17]=[CH:18][C:19]([O:22][CH2:31][CH2:30][CH2:29][N:23]3[CH2:28][CH2:27][CH2:26][CH2:25][CH2:24]3)=[CH:20][CH:21]=2)[CH:6]=[CH:5][CH:4]=[CH:3][CH:2]=1 |f:3.4.5|. Procedure: The title compound was prepared by reacting the compound of Example 29 with 3-(piperdin-1-yl)propyl chloride in acetone and potassium carbonate as previously described. mp 86° C., NMR, MS 412. Starting materials: C(C)OC(C(CC1=CC=C(C2=CC=CC=C12)OCCC=1N=C(OC1C)C1=CC=CC=C1)OC)=O (2-Methoxy-3-{4-[2-(5-methyl-2-phenyl-oxazol-4-yl)-ethoxy]-naphthalen-1-yl}-propionic acid ethyl ester), [OH-].[Na+] (NaOH). Solvent: C1CCOC1.CCO (THF EtOH). Reaction conditions: time 24 hour. The product is COC(C(=O)O)CC1=CC=C(C2=CC=CC=C12)OCCC=1N=C(OC1C)C1=CC=CC=C1 (2-Methoxy-3-{4-[2-(5-methyl-2-phenyl-oxazol-4-yl)-ethoxy]-naphthalen-1-yl}-propionic acid). Isolated yield 59.1%. As a reaction SMILES: C([O:3][C:4](=[O:34])[CH:5]([O:32][CH3:33])[CH2:6][C:7]1[C:16]2[C:11](=[CH:12][CH:13]=[CH:14][CH:15]=2)[C:10]([O:17][CH2:18][CH2:19][C:20]2[N:21]=[C:22]([C:26]3[CH:31]=[CH:30][CH:29]=[CH:28][CH:27]=3)[O:23][C:24]=2[CH3:25])=[CH:9][CH:8]=1)C.[OH-].[Na+]>C1COCC1.CCO>[CH3:33][O:32][CH:5]([CH2:6][C:7]1[C:16]2[C:11](=[CH:12][CH:13]=[CH:14][CH:15]=2)[C:10]([O:17][CH2:18][CH2:19][C:20]2[N:21]=[C:22]([C:26]3[CH:31]=[CH:30][CH:29]=[CH:28][CH:27]=3)[O:23][C:24]=2[CH3:25])=[CH:9][CH:8]=1)[C:4]([OH:34])=[O:3] |f:1.2,3.4|. Procedure details: 0.137 g of 2-Methoxy-3-{4-[2-(5-methyl-2-phenyl-oxazol-4-yl)-ethoxy]-naphthalen-1-yl}-propionic acid ethyl ester (0.298 mmol) was dissolved in 2 ml of THF/EtOH=1/1 and treated with 0.745 ml of 2N NaOH. The reaction mixture was kept for 24 h at ambient temperature and then quenched by pouring onto crashed ice/HCl. Twofold extraction with AcOEt, washing with water, drying over sodium sulfate, and evaporation of the solvents left a crude product, which was purified by twofold crystallisation from A...